Dataset: the Open Reaction Database (ORD), a public repository of structured organic reaction records. Task: describe an organic reaction: reactants, conditions, products, and yield Starting materials: [OH-].[K+] (potassium hydroxide), C(C)OC(C(C(=O)OCC)C(CC)C=1C=NC(=CC1)NC(=O)OC(C)(C)C)=O (2-[1-(6-tert-Butoxycarbonylamino-pyridin-3-yl)-propyl]-malonic acid diethyl ester). Run in C(C)O (ethanol), ClCCl (dichloromethane), C(C)O (ethanol). Conditions: time 16 hour. Product: C(C)OC(C(C(=O)O)C(CC)C=1C=NC(=CC1)NC(=O)OC(C)(C)C)=O (2-[1-(6-tert-butoxycarbonylamino-pyridin-3-yl)-propyl]-malonic acid monoethyl ester). Isolated yield 82.3%. As a reaction SMILES: [CH2:1]([O:3][C:4](=[O:28])[CH:5]([CH:11]([C:14]1[CH:15]=[N:16][C:17]([NH:20][C:21]([O:23][C:24]([CH3:27])([CH3:26])[CH3:25])=[O:22])=[CH:18][CH:19]=1)[CH2:12][CH3:13])[C:6]([O:8]CC)=[O:7])[CH3:2].[OH-].[K+]>ClCCl.C(O)C>[CH2:1]([O:3][C:4](=[O:28])[CH:5]([CH:11]([C:14]1[CH:15]=[N:16][C:17]([NH:20][C:21]([O:23][C:24]([CH3:25])([CH3:27])[CH3:26])=[O:22])=[CH:18][CH:19]=1)[CH2:12][CH3:13])[C:6]([OH:8])=[O:7])[CH3:2] |f:1.2|. Procedure: 2-[1-(6-tert-Butoxycarbonylamino-pyridin-3-yl)-propyl]-malonic acid diethyl ester (3.23 g, 8.19 mmol) was dissolved in a mixture of dichloromethane (12 mL) and ethanol (24 mL, 99.5%). To this solution was added dropwise a solution of potassium hydroxide (0.528 g, 87%, 8.20 mmol) in ethanol (16 mL, 99.5%) at 0° C. over 0.5 h. Stirring was continued for 16 h while the mixture was allowed to warn up to room temperature. After concentration under reduced pressure to 5-10 mL, water (50 mL) was added ... Reactants: ClC=1C(=NC(=C(C1)F)F)F (3-chloro-2,5,6-trifluoropyridine), O.NN (hydrazine monohydrate), C(CC)O (n-propanol). Run in ClC (chloromethane). Yields the product ClC=1C(=NC(=C(C1)F)F)NN (3-chloro-5,6-difluoro-2-hydrazinopyridine). The yield is 85.2%. RXN SMILES: [Cl:1][C:2]1[C:3](F)=[N:4][C:5]([F:9])=[C:6]([F:8])[CH:7]=1.O.[NH2:12][NH2:13].C(O)CC>ClC>[Cl:1][C:2]1[C:3]([NH:12][NH2:13])=[N:4][C:5]([F:9])=[C:6]([F:8])[CH:7]=1 |f:1.2|. Reported procedure: 16.6 g of the compound obtained in Step 1 and 20.12 ml of hydrazine monohydrate were added to 100 ml of n-propanol, and the resulting mixture was refluxed 3 hours, and distilled under a reduced pressure to remove the solvent. The residue thus obtained was dissolved in 100 ml of chloromethane, washed with water, and dried over anhydrous magnesium sulfate. The dried organic layer was concentrated under a reduced pressure to obtain 15.9 g (yield: 85.24%) of the title compound. Starting materials: NC=1C=CC2=C(CC(NO2)=O)C1 (6-amino-3-oxo-2H-benzoxazine), C[Al](C)C (trimethylaluminum), FC=1C=C2C=C(N(C2=CC1)CC1=CC(=CC=C1)F)C(=O)OCC (ethyl 5-fluoro-1-[(3-fluorophenyl)methyl]-1H-indole-2-carboxylate). Yields the product O=C1NOC2=C(C1)C=C(C=C2)NC(=O)C=2N(C1=CC=C(C=C1C2)F)CC2=CC(=CC=C2)F (N-(3-oxo-2H-benzoxazin-6-yl)-5-fluoro-1-[(3-fluorophenyl)methyl]-1H-indole-2-carboxamide). Isolated yield 24.6%. As a reaction SMILES: [NH2:1][C:2]1[CH:3]=[CH:4][C:5]2[O:10][NH:9][C:8](=[O:11])[CH2:7][C:6]=2[CH:12]=1.C[Al](C)C.[F:17][C:18]1[CH:19]=[C:20]2[C:24](=[CH:25][CH:26]=1)[N:23]([CH2:27][C:28]1[CH:33]=[CH:32][CH:31]=[C:30]([F:34])[CH:29]=1)[C:22]([C:35](OCC)=[O:36])=[CH:21]2>>[O:11]=[C:8]1[CH2:7][C:6]2[CH:12]=[C:2]([NH:1][C:35]([C:22]3[N:23]([CH2:27][C:28]4[CH:33]=[CH:32][CH:31]=[C:30]([F:34])[CH:29]=4)[C:24]4[C:20]([CH:21]=3)=[CH:19][C:18]([F:17])=[CH:26][CH:25]=4)=[O:36])[CH:3]=[CH:4][C:5]=2[O:10][NH:9]1. Procedure: The process is performed according to the method described in Example 6, starting with 0.107 g of 6-amino-3-oxo-2H-benzoxazine (WO 2003/049702), 0.5 ml of trimethylaluminum (2M in toluene) and 0.157 g of ethyl 5-fluoro-1-[(3-fluorophenyl)methyl]-1H-indole-2-carboxylate, obtained in step 1.1 of Example 1. 0.053 g of product is obtained. Starting materials: N1(CCOCC1)S(=O)(=O)N (morpholine-4-sulfonamide), CCN=C=NCCCN(C)C (EDCI), [Cl-].[Cl-].C(=O)(O)C=1C=CC=2C(=C3N(CC[NH+](CC4=C3C=CC=C4)CC[NH+](C)C)C2C1)C1CCCCC1 (11-carboxy-14-cyclohexyl-6-[2-(dimethylammonio)ethyl]-5,6,7,8-tetrahydroindolo-[2,1-a][2,5]benzodiazocin-6-ium dichloride). The reagents and catalysts are CN(C)C=1C=CN=CC1 (DMAP). Reaction conditions: time 8 hour. Yields the product C1(CCCCC1)C=1C=2C=CC(=CC2N2C1C1=C(CN(CC2)CCN(C)C)C=CC=C1)C(=O)NS(=O)(=O)N1CCOCC1 (14-cyclohexyl-6[2-(dimethylamino)ethyl]-N-(morpholin-4-ylsulfonyl)-5,6,7,8-tetrahydroindolo[2,1-a][2,5]benzodiazocine-11-carboxamide). Isolated yield 31.0%. RXN SMILES: [Cl-].[Cl-].[C:3]([C:6]1[CH:7]=[CH:8][C:9]2[C:10]([CH:30]3[CH2:35][CH2:34][CH2:33][CH2:32][CH2:31]3)=[C:11]3[C:18]4[CH:19]=[CH:20][CH:21]=[CH:22][C:17]=4[CH2:16][NH+:15]([CH2:23][CH2:24][NH+:25]([CH3:27])[CH3:26])[CH2:14][CH2:13][N:12]3[C:28]=2[CH:29]=1)(O)=[O:4].[N:36]1([S:42]([NH2:45])(=[O:44])=[O:43])[CH2:41][CH2:40][O:39][CH2:38][CH2:37]1.CCN=C=NCCCN(C)C>CN(C1C=CN=CC=1)C>[CH:30]1([C:10]2[C:9]3[CH:8]=[CH:7][C:6]([C:3]([NH:45][S:42]([N:36]4[CH2:41][CH2:40][O:39][CH2:38][CH2:37]4)(=[O:44])=[O:43])=[O:4])=[CH:29][C:28]=3[N:12]3[CH2:13][CH2:14][N:15]([CH2:23][CH2:24][N:25]([CH3:26])[CH3:27])[CH2:16][C:17]4[CH:22]=[CH:21][CH:20]=[CH:19][C:18]=4[C:11]=23)[CH2:35][CH2:34][CH2:33][CH2:32][CH2:31]1 |f:0.1.2|. Reported procedure: To 11-carboxy-14-cyclohexyl-6-[2-(dimethylammonio)ethyl]-5,6,7,8-tetrahydroindolo-[2,1-a][2,5]benzodiazocin-6-ium dichloride (1 eq) (prepared from the product described in Example 20, Step 5, by iterative freeze drying in the presence of aqueous HCl) in DCM (0.06 M) was added morpholine-4-sulfonamide (1.5 eq), EDCI (1.5 eq) and DMAP (1.5 eq). The solution was stirred at RT overnight. The solvent was evaporated in vacuo and the crude was purified by automated RP-MS-HPLC (stationary phase: column ... The reactants are C(=O)(OC(C)(C)C)N(CC(=O)O)C1=CC=C(C=C1)Cl (N-Boc-(4′-chlorophenyl) glycine), C1=CN(C=N1)C(=O)N2C=CN=C2 (CDI), O (water), Cl.NCC=1C=C2CN(C(C2=CC1)=O)C1C(NC(CC1)=O)=O (3-(5-Aminomethyl-1-oxo-1,3-dihydro-isoindol-2-yl)-piperidine-2,6-dione hydrochloride). Solvent: CN(C)C=O (DMF). Conditions: temperature 40 celsius. Yields the product ClC1=CC=C(C=C1)C(C(=O)NCC=1C=C2CN(C(C2=CC1)=O)C1C(NC(CC1)=O)=O)NC(OCCCC)=O (butyl 1-(4-chlorophenyl)-2-((2-(2,6-dioxopiperidin-3-yl)-1-oxoisoindolin-5-yl)methylamino)-2-oxoethylcarbamate). Yield: 80.0%. RXN SMILES: C(N([C:13]1[CH:18]=[CH:17][C:16]([Cl:19])=[CH:15][CH:14]=1)CC(O)=O)(OC(C)(C)C)=O.C1N=CN([C:25]([N:27]2[CH:31]=[N:30][CH:29]=[CH:28]2)=[O:26])C=1.Cl.NC[C:35]1[CH:36]=[C:37]2[C:41](=[CH:42][CH:43]=1)[C:40](=[O:44])[N:39]([CH:45]1[CH2:50][CH2:49][C:48](=[O:51])[NH:47][C:46]1=[O:52])[CH2:38]2.[OH2:53]>CN(C=O)C>[Cl:19][C:16]1[CH:15]=[CH:14][C:13]([CH:28]([NH:27][C:25](=[O:26])[O:44][CH2:40][CH2:41][CH2:37][CH3:36])[C:29]([NH:30][CH2:31][C:35]2[CH:36]=[C:37]3[C:41](=[CH:42][CH:43]=2)[C:40](=[O:44])[N:39]([CH:45]2[CH2:50][CH2:49][C:48](=[O:51])[NH:47][C:46]2=[O:52])[CH2:38]3)=[O:53])=[CH:18][CH:17]=1 |f:2.3|. Procedure details: To a stirred solution of N-Boc-(4′-chlorophenyl) glycine (1.16 g. 4.10 mmol) in DMF (20 mL) was added CDI (0.69 g. 4.30 mmol). The reaction mixture was heated to 40° C. for 2 hrs. 3-(5-Aminomethyl-1-oxo-1,3-dihydro-isoindol-2-yl)-piperidine-2,6-dione hydrochloride (1.50 g, 4.10 mmol) was then added. After 3.5 hrs at 40° C. water (70 mL) was added. Solid precipitated was isolated by filtration, washed with water (3×20 mL), and dried in vacuo to afford tent-butyl 1-(4-chlorophenyl)-2-((2-(2,6-diox... Starting materials: OC=1C=CC(=C(C(=O)OCC)C1)C (ethyl 5-hydroxy-2-methylbenzoate), ClC(F)F (chlorodifluoromethane). Solvent: ClCCl (dichloromethane), O (water), [OH-].[Na+] (sodium hydroxide), C(C)(C)O (isopropyl alcohol). Conditions: time 10 minute. The product is FC(OC=1C=CC(=C(C(=O)OCC)C1)C)F (ethyl 5-(difluoromethoxy)-2-methylbenzoate). The yield is 59.0%. RXN SMILES: [OH:1][C:2]1[CH:3]=[CH:4][C:5]([CH3:13])=[C:6]([CH:12]=1)[C:7]([O:9][CH2:10][CH3:11])=[O:8].Cl[CH:15]([F:17])[F:16]>[OH-].[Na+].C(O)(C)C.ClCCl.O>[F:16][CH:15]([F:17])[O:1][C:2]1[CH:3]=[CH:4][C:5]([CH3:13])=[C:6]([CH:12]=1)[C:7]([O:9][CH2:10][CH3:11])=[O:8] |f:2.3|. Reported procedure: A mixture of ethyl 5-hydroxy-2-methylbenzoate (3.29 g, 18.2 mmol) in aqueous 30% sodium hydroxide (20 mL) and isopropyl alcohol (20 mL) was charged with 20 psi of chlorodifluoromethane in a high pressure flask, and stirred at room temperature for 10 min. After this time, the resulting mixture was heated at 50° C. for 0.5 h. After this time, the reaction mixture was cooled to room temperature and diluted with dichloromethane (50 mL) and water (200 mL). The organic layer was separated, dried over ... Reactants: CCO, CCOC(C)=O, CC(NC(=O)OC(C)(C)C)C(O)CCl, [K+], [OH-]. The product is CC(NC(=O)OC(C)(C)C)C1CO1. Reaction SMILES: [CH3:17][CH2:18][OH:19].[CH3:20][CH2:21][O:22][C:23]([CH3:24])=[O:25].[Cl:1][CH2:2][CH:3]([CH:4]([CH3:5])[NH:6][C:7]([O:8][C:9]([CH3:10])([CH3:11])[CH3:12])=[O:13])[OH:14].[K+:16].[OH-:15]>>[CH2:2]1[CH:3]([CH:4]([CH3:5])[NH:6][C:7]([O:8][C:9]([CH3:10])([CH3:11])[CH3:12])=[O:13])[O:14]1.